describe an organic reaction: reactants, conditions, products, and yield From a dataset of the Open Reaction Database (ORD), a public repository of structured organic reaction records. The reactants are ClC1=CC=C(C=C1)S (4-chlorobenzenethiol), ClC1=NC(=C2N=CN(C2=N1)CC)Cl (2,6-dichloro-9-ethyl-9H-purine). Yields the product ClC1=NC(=C2N=CN(C2=N1)C)SC1=CC=C(C=C1)Cl (2-Chloro-6-(4-chloro-phenylsulfanyl)-9-methyl-9H-purine). As a reaction SMILES: [Cl:1][C:2]1[CH:7]=[CH:6][C:5]([SH:8])=[CH:4][CH:3]=1.[Cl:9][C:10]1[N:18]=[C:17]2[C:13]([N:14]=[CH:15][N:16]2[CH2:19]C)=[C:12](Cl)[N:11]=1>>[Cl:9][C:10]1[N:18]=[C:17]2[C:13]([N:14]=[CH:15][N:16]2[CH3:19])=[C:12]([S:8][C:5]2[CH:6]=[CH:7][C:2]([Cl:1])=[CH:3][CH:4]=2)[N:11]=1. Procedure: Was prepared according to Example 3 from 4-chlorobenzenethiol and 2,6-dichloro-9-ethyl-9H-purine. Reaction SMILES: [C:37](=[O:38])([O-:39])[O-:40].[CH3:19][c:20]1[cH:21][cH:22][c:23]([S:24]([O:25][CH2:30][CH2:31][CH2:32][S:33](=[O:34])(=[O:35])[CH3:36])(=[O:26])=[O:27])[cH:28][cH:29]1.[CH3:43][N:44]([CH3:45])[CH:46]=[O:47].[K+:41].[K+:42].[OH2:48].[OH:1][c:2]1[cH:3][c:4]2[cH:5][c:6]([C:14](=[O:15])[O:16][CH2:17][CH3:18])[nH:7][c:8]2[c:9]([N+:11](=[O:12])[O-:13])[cH:10]1>>[O:1]([c:2]1[cH:3][c:4]2[cH:5][c:6]([C:14](=[O:15])[O:16][CH2:17][CH3:18])[nH:7][c:8]2[c:9]([N+:11](=[O:12])[O-:13])[cH:10]1)[CH2:30][CH2:31][CH2:32][S:33](=[O:34])(=[O:35])[CH3:36]. The reactants are O=C([O-])[O-], Cc1ccc(S(=O)(=O)OCCCS(C)(=O)=O)cc1, CN(C)C=O, [K+], [K+], O, CCOC(=O)c1cc2cc(O)cc([N+](=O)[O-])c2[nH]1. Product: CCOC(=O)c1cc2cc(OCCCS(C)(=O)=O)cc([N+](=O)[O-])c2[nH]1. Reactants: OC1(CCC(CC1)C(=O)OCC)C=1SC(=CN1)C1=CC(=CC(=C1)NC1=NC=CC(=N1)C(F)(F)F)C (ethyl 4-hydroxy-4-[5-(3-methyl-5-{[4-(trifluoromethyl)pyrimidin-2-yl]amino}phenyl)-1,3-thiazol-2-yl]cyclohexanecarboxylate), CS(=O)(=O)O.O=P12OP3(=O)OP(=O)(O1)OP(=O)(O2)O3 (Eaton's Reagent), C([O-])(O)=O.[Na+] (sodium bicarbonate). Reaction conditions: temperature 60 celsius, time 2 minute. Yields the product CC=1C=C(C=C(C1)NC1=NC=CC(=N1)C(F)(F)F)C1=CN=C(S1)C1=CCC(CC1)C(=O)OCC (ethyl 4-[5-(3-methyl-5-{[4-(trifluoromethyl)pyrimidin-2-yl]amino}phenyl)-1,3-thiazol-2-yl]-cyclohex-3-ene-1-carboxylate). Yield: 83.1%. RXN SMILES: O[C:2]1([C:13]2[S:14][C:15]([C:18]3[CH:23]=[C:22]([NH:24][C:25]4[N:30]=[C:29]([C:31]([F:34])([F:33])[F:32])[CH:28]=[CH:27][N:26]=4)[CH:21]=[C:20]([CH3:35])[CH:19]=3)=[CH:16][N:17]=2)[CH2:7][CH2:6][CH:5]([C:8]([O:10][CH2:11][CH3:12])=[O:9])[CH2:4][CH2:3]1.CS(O)(=O)=O.O=P12OP3(OP(OP(O3)(O1)=O)(=O)O2)=O.C(=O)(O)[O-].[Na+]>>[CH3:35][C:20]1[CH:19]=[C:18]([C:15]2[S:14][C:13]([C:2]3[CH2:7][CH2:6][CH:5]([C:8]([O:10][CH2:11][CH3:12])=[O:9])[CH2:4][CH:3]=3)=[N:17][CH:16]=2)[CH:23]=[C:22]([NH:24][C:25]2[N:30]=[C:29]([C:31]([F:34])([F:33])[F:32])[CH:28]=[CH:27][N:26]=2)[CH:21]=1 |f:1.2,3.4|. Reported procedure: To a flask containing ethyl 4-hydroxy-4-[5-(3-methyl-5-{[4-(trifluoromethyl)pyrimidin-2-yl]amino}phenyl)-1,3-thiazol-2-yl]cyclohexanecarboxylate (Example 32, 0.18 g, 0.345 mmol) was added Eaton's Reagent (1.3 mL) and the mixture was heated at 60° C. for 2 hours. The reaction was cooled and added dropwise to saturated sodium bicarbonate. After stirring for 2 minutes, the aqueous solution was extracted three times with ethyl acetate. The combined organics were dried under reduced pressure and puri... Reactants: CC(=O)C(=O)Cl, NCC(=O)OCc1ccccc1, Cl. The product is CC(=O)C(=O)NCC(=O)OCc1ccccc1. RXN SMILES: [C:1]([C:2](=[O:3])[CH3:4])(=[O:5])[Cl:6].[CH2:8]([c:9]1[cH:10][cH:11][cH:12][cH:13][cH:14]1)[O:15][C:16]([CH2:17][NH2:18])=[O:19].[ClH:7]>>[C:1]([C:2](=[O:3])[CH3:4])(=[O:5])[NH:18][CH2:17][C:16]([O:15][CH2:8][c:9]1[cH:10][cH:11][cH:12][cH:13][cH:14]1)=[O:19]. Starting materials: FC1=CC=C(C=C1)SC1=C(C(=CC=C1)F)C=1OCC(N1)(C)C (2-[2-(4-fluorophenylthio)-6-fluorophenyl]-4,4-dimethyloxazoline), Cl (HCl), O (water). The product is FC1=CC=C(C=C1)SC1=C(C(=O)O)C(=CC=C1)F (2-(4-fluorophenylthio)-6-fluorobenzoic acid). Reaction SMILES: [F:1][C:2]1[CH:7]=[CH:6][C:5]([S:8][C:9]2[CH:14]=[CH:13][CH:12]=[C:11]([F:15])[C:10]=2[C:16]2[O:17]CC(C)(C)N=2)=[CH:4][CH:3]=1.Cl.[OH2:24]>>[F:1][C:2]1[CH:3]=[CH:4][C:5]([S:8][C:9]2[CH:14]=[CH:13][CH:12]=[C:11]([F:15])[C:10]=2[C:16]([OH:17])=[O:24])=[CH:6][CH:7]=1. Procedure details: The compound 2-[2-(4-fluorophenylthio)-6-fluorophenyl]-4,4-dimethyloxazoline (5.0 g, 15.66 mmol) is added to 310 ml of a 4.5N HCl solution in water and is refluxed overnight. The cooled reaction mixture is extracted twice with ethyl acetate. The extracts are washed with water and then brine and dried over MgSO4 to afford the subtitle compound. Starting materials: O=C([O-])[O-], COc1ccc(CCl)cc1, ClCCl, [K+], [K+], O=[N+]([O-])c1cn[nH]c1, CN(C)C=O. Yields the product COc1ccc(Cn2cc([N+](=O)[O-])cn2)cc1. Reaction SMILES: [C:9](=[O:10])([O-:11])[O-:12].[CH3:15][O:16][c:17]1[cH:18][cH:19][c:20]([CH2:21][Cl:22])[cH:23][cH:24]1.[Cl:30][CH2:31][Cl:32].[K+:13].[K+:14].[N+:1](=[O:2])([O-:3])[c:4]1[cH:5][n:6][nH:7][cH:8]1.[O:25]=[CH:26][N:27]([CH3:28])[CH3:29]>>[N+:1](=[O:2])([O-:3])[c:4]1[cH:5][n:6]([CH2:21][c:20]2[cH:19][cH:18][c:17]([O:16][CH3:15])[cH:24][cH:23]2)[n:7][cH:8]1. Reactants: O=C1N(N=C2N1C=CC=1C(C(=C(OC21)C2=CC=CC=C2)C=2C=CC(=NC2)C2(CCC2)NS(=O)C(C)(C)C)=O)COCC[Si](C)(C)C (2-methyl-propane-2-sulfinic acid (1-{5-[3,6-dioxo-8-phenyl-2-(2-trimethylsilanyl-ethoxymethyl)-2,6-dihydro-3H-9-oxa-1,2,3a-triaza-cyclopenta[a]naphthalen-7-yl]-pyridin-2-yl}-cyclobutyl)-amide), IC=1C(C2=CC=C3C(=C2OC1C1=CC=CC=C1)N(N=C3)C)=O (7-iodo-1-methyl-8-phenyl-1H-9-oxa-1,2-diaza-cyclopenta[a]naphthalen-6-one). As a reaction SMILES: O=C1N2C=CC3C(=O)C([C:21]4[CH:22]=[CH:23][C:24]([C:27]5([NH:31][S:32]([C:34]([CH3:37])([CH3:36])[CH3:35])=[O:33])[CH2:30][CH2:29][CH2:28]5)=[N:25][CH:26]=4)=C(C4C=CC=CC=4)OC=3C2=NN1COCC[Si](C)(C)C.I[C:48]1[C:49](=[O:68])[C:50]2[C:55]([O:56][C:57]=1[C:58]1[CH:63]=[CH:62][CH:61]=[CH:60][CH:59]=1)=[C:54]1[N:64]([CH3:67])[N:65]=[CH:66][C:53]1=[CH:52][CH:51]=2>>[CH3:67][N:64]1[C:54]2=[C:55]3[C:50](=[CH:51][CH:52]=[C:53]2[CH:66]=[N:65]1)[C:49](=[O:68])[C:48]([C:21]1[CH:22]=[CH:23][C:24]([C:27]2([NH:31][S:32]([C:34]([CH3:37])([CH3:36])[CH3:35])=[O:33])[CH2:30][CH2:29][CH2:28]2)=[N:25][CH:26]=1)=[C:57]([C:58]1[CH:63]=[CH:62][CH:61]=[CH:60][CH:59]=1)[O:56]3. Product: CN1N=CC=2C1=C1OC(=C(C(C1=CC2)=O)C=2C=CC(=NC2)C2(CCC2)NS(=O)C(C)(C)C)C2=CC=CC=C2 (2-Methyl-propane-2-sulfinic acid {1-[5-(1-methyl-6-oxo-8-phenyl-1,6-dihydro-9-oxa-1,2-diaza-cyclopenta[a]naphthalen-7-yl)-pyridin-2-yl]-cyclobutyl}-amide). Reported procedure: Following the procedure used to prepare 2-methyl-propane-2-sulfinic acid (1-{5-[3,6-dioxo-8-phenyl-2-(2-trimethylsilanyl-ethoxymethyl)-2,6-dihydro-3H-9-oxa-1,2,3a-triaza-cyclopenta[a]naphthalen-7-yl]-pyridin-2-yl}-cyclobutyl)-amide, 7-iodo-1-methyl-8-phenyl-1H-9-oxa-1,2-diaza-cyclopenta[a]naphthalen-6-one was reacted to give the title compound (34 mg, 81%) as a pale orange gum. LCMS (Method H): RT=3.41 min, [M+H]+=527. Yield: 81.0%. Reactants: CC(=O)OI1(C=2C=CC=CC2C(=O)O1)(OC(=O)C)OC(=O)C (Dess-Martin reagent), ClC1=CC=C(C=2N3C(=NC21)N(CCC3)C=3C(=NC(=NC3C)OC)C)CO ([9-chloro-1-(2-methoxy-4,6-dimethylpyrimidin-5-yl)-1,2,3,4-tetrahydropyrimido[1,2-a]benzimidazol-6-yl]methanol), reagent. Run in CS(=O)C (dimethyl sulfoxide), C(C)#N (acetonitrile), C(O)([O-])=O.[Na+] (sodium hydrogen carbonate). Reaction conditions: temperature 0 celsius, time 50 minute. The product is ClC=1C=CC(=C2N3C(=NC21)N(CCC3)C=3C(=NC(=NC3C)OC)C)C=O (9-Chloro-1-(2-methoxy-4,6-dimethylpyrimidin-5-yl)-1,2,3,4-tetrahydropyrimido[1,2-a]benzimidazole-6-carbaldehyde). Yield: 79.2%. As a reaction SMILES: CC(OI1(OC(C)=O)(OC(C)=O)OC(=O)C2C=CC=CC1=2)=O.[Cl:23][C:24]1[C:32]2[N:31]=[C:30]3[N:33]([C:37]4[C:38]([CH3:46])=[N:39][C:40]([O:44][CH3:45])=[N:41][C:42]=4[CH3:43])[CH2:34][CH2:35][CH2:36][N:29]3[C:28]=2[C:27]([CH2:47][OH:48])=[CH:26][CH:25]=1>CS(C)=O.C(#N)C.C(=O)([O-])O.[Na+]>[Cl:23][C:24]1[CH:25]=[CH:26][C:27]([CH:47]=[O:48])=[C:28]2[C:32]=1[N:31]=[C:30]1[N:33]([C:37]3[C:38]([CH3:46])=[N:39][C:40]([O:44][CH3:45])=[N:41][C:42]=3[CH3:43])[CH2:34][CH2:35][CH2:36][N:29]21 |f:4.5|. Procedure details: Dess-Martin reagent (10.1 g, 23.8 mmol) was added to a stirred solution of [9-chloro-1-(2-methoxy-4,6-dimethylpyrimidin-5-yl)-1,2,3,4-tetrahydropyrimido[1,2-a]benzimidazol-6-yl]methanol (8.08 g, 21.6 mmol) in dimethyl sulfoxide (5.0 mL) and acetonitrile (100 mL) at 0 ° C., and the mixture was stirred at 0 ° C. for 50 min. Additional Dess-Matrin reagent (4.00 g, 9.43 mmol) was added to the stirred mixture, and the mixture was stirred at 0 ° C. for 60 min. The mixture was diluted with saturated aq... Reactants: NC1=C(C(=O)O)C=CC(=C1)C(F)(F)F (2-amino-4-trifluoromethylbenzoic acid), [H+].[B-](F)(F)(F)F (HBF4), [H+].[B-](F)(F)(F)F (HBF4), C(C=C)(=O)OCC (ethyl acrylate), N(=O)[O-].[Na+] (NaNO2), Pd (OAc)2. Solvent: C(C)O (ethanol), C(C)O (ethanol), O (water). Run at temperature 0 celsius, time 10 minute. Yields the product C(C)OC(=O)/C=C/C1=C(C(=O)O)C=CC(=C1)C(F)(F)F (2-((E)-2-Ethoxycarbonylvinyl)-4-trifluoromethylbenzoic acid). Reaction SMILES: N([O-])=O.[Na+].N[C:6]1[CH:14]=[C:13]([C:15]([F:18])([F:17])[F:16])[CH:12]=[CH:11][C:7]=1[C:8]([OH:10])=[O:9].[H+].[B-](F)(F)(F)F.[C:25]([O:29][CH2:30][CH3:31])(=[O:28])[CH:26]=[CH2:27]>O.C(O)C>[CH2:30]([O:29][C:25](/[CH:26]=[CH:27]/[C:6]1[CH:14]=[C:13]([C:15]([F:18])([F:17])[F:16])[CH:12]=[CH:11][C:7]=1[C:8]([OH:10])=[O:9])=[O:28])[CH3:31] |f:0.1,3.4|. Procedure details: 520 mg of NaNO2 (7.6 mmol) were dissolved in 2 ml of water and added dropwise at 0° C. to a solution of 1.3 g of 2-amino-4-trifluoromethylbenzoic acid (6.5 mmol) in 2.6 ml of a 48% aqueous HBF4 solution and 30 ml of ethanol. The mixture was then stirred at 0° C. for 10 minutes, then warmed to RT. A further 0.3 ml of a 48% aqueous HBF4 solution was then added, then 30 ml of ethanol, 0.9 g of ethyl acrylate (9.0 mmol) and 26.9 mg of Pd (OAc)2 (0.12 mmol). Subsequently, the mixture was stirred at 5...